Dataset: the Open Reaction Database (ORD), a public repository of structured organic reaction records. Task: describe an organic reaction: reactants, conditions, products, and yield The reactants are CC1=C(C=CC2=CC(=CC=C12)C(=O)C=1N=CN(C1)C(C1=CC=CC=C1)(C1=CC=CC=C1)C1=CC=CC=C1)C(=O)OC (Methyl 1-methyl-6-[(1-trityl-1H-imidazol-4-yl)carbonyl]-2-naphthoate), BrN1C(CCC1=O)=O (N-bromosuccinimide). The reagents and catalysts are N(=NC(C#N)(C)C)C(C#N)(C)C (2,2′-azobisisobutyronitrile). The solvent is C(Cl)(Cl)(Cl)Cl (carbon tetrachloride). Product: BrCC1=C(C=CC2=CC(=CC=C12)C(=O)C=1N=CN(C1)C(C1=CC=CC=C1)(C1=CC=CC=C1)C1=CC=CC=C1)C(=O)OC (methyl 1-bromomethyl-6-[(1-trityl-1H-imidazol-4-yl)carbonyl]-2-naphthoate). Isolated yield 108.2%. Reaction SMILES: [CH3:1][C:2]1[C:11]2[C:6](=[CH:7][C:8]([C:12]([C:14]3[N:15]=[CH:16][N:17]([C:19]([C:32]4[CH:37]=[CH:36][CH:35]=[CH:34][CH:33]=4)([C:26]4[CH:31]=[CH:30][CH:29]=[CH:28][CH:27]=4)[C:20]4[CH:25]=[CH:24][CH:23]=[CH:22][CH:21]=4)[CH:18]=3)=[O:13])=[CH:9][CH:10]=2)[CH:5]=[CH:4][C:3]=1[C:38]([O:40][CH3:41])=[O:39].[Br:42]N1C(=O)CCC1=O>C(Cl)(Cl)(Cl)Cl.N(C(C)(C)C#N)=NC(C)(C)C#N>[Br:42][CH2:1][C:2]1[C:11]2[C:6](=[CH:7][C:8]([C:12]([C:14]3[N:15]=[CH:16][N:17]([C:19]([C:20]4[CH:25]=[CH:24][CH:23]=[CH:22][CH:21]=4)([C:32]4[CH:33]=[CH:34][CH:35]=[CH:36][CH:37]=4)[C:26]4[CH:27]=[CH:28][CH:29]=[CH:30][CH:31]=4)[CH:18]=3)=[O:13])=[CH:9][CH:10]=2)[CH:5]=[CH:4][C:3]=1[C:38]([O:40][CH3:41])=[O:39]. Procedure details: Methyl 1-methyl-6-[(1-trityl-1H-imidazol-4-yl)carbonyl]-2-naphthoate (20.7 g) was suspended in carbon tetrachloride (400 mL) and N-bromosuccinimide (7.5 g) and 2,2′-azobisisobutyronitrile (0.58 g) were added. The reaction mixture was heated under reflux for 5 hrs. and concentrated. The residue was diluted with saturated aqueous sodium hydrogen carbonate and extracted twice with ethyl acetate. The organic layers were combined, washed with saturated brine, dried over anhydrous magnesium sulfate an... Reactants: C[Si](C)(C)C#N (trimethylsilylcyanide), C(C1=CC=CC=C1)(C1=CC=CC=C1)=N (benzophenoneimine). The reagents and catalysts are [I-].[Zn+2].[I-] (zinc iodide). Run in C1=CC=CC=C1 (benzene). Run at time 10 minute. Yields the product C1(=CC=CC=C1)C(C#N)(N)C1=CC=CC=C1 (α,α-Diphenyl-α-aminoacetonitrile). Reaction SMILES: C[Si]([C:5]#[N:6])(C)C.[C:7](=[NH:20])([C:14]1[CH:19]=[CH:18][CH:17]=[CH:16][CH:15]=1)[C:8]1[CH:13]=[CH:12][CH:11]=[CH:10][CH:9]=1>C1C=CC=CC=1.[I-].[Zn+2].[I-]>[C:8]1([C:7]([C:14]2[CH:15]=[CH:16][CH:17]=[CH:18][CH:19]=2)([NH2:20])[C:5]#[N:6])[CH:13]=[CH:12][CH:11]=[CH:10][CH:9]=1 |f:3.4.5|. Procedure details: A solution of 4.05 ml (0.03 mol) of trimethylsilylcyanide in 20 ml of dry benzene was treated with 0.44 gm (0.001 mol) zinc iodide and 4.63 ml (0.028 mol) of benzophenoneimine. The reaction mixture was stirred at room temperature for 10 min., whereupon a white precipitate formed. The reaction mixture was quenched with wet ether and stirred for 2 hours. The liquid phase was washed with saturated brine solution and dried over sodium sulfate and evaporated in vacuo. The residue was recrystallized f... The reactants are Fc1ccc(CBr)cc1, O=C([O-])[O-], CC(C)(C)Cn1c(CN2CCNCC2)cc2cnc(C#N)nc21, CCCCCC, CCOC(C)=O, [K+], [K+], CN(C)C=O. Product: CC(C)(C)Cn1c(CN2CCN(Cc3ccc(F)cc3)CC2)cc2cnc(C#N)nc21. Reaction SMILES: [Br:24][CH2:25][c:26]1[cH:27][cH:28][c:29]([F:32])[cH:30][cH:31]1.[C:33](=[O:34])([O-:35])[O-:36].[CH3:1][C:2]([CH2:3][n:4]1[c:5]([CH2:15][N:16]2[CH2:17][CH2:18][NH:19][CH2:20][CH2:21]2)[cH:6][c:7]2[c:8]1[n:9][c:10]([C:13]#[N:14])[n:11][cH:12]2)([CH3:22])[CH3:23].[CH3:39][CH2:40][CH2:41][CH2:42][CH2:43][CH3:44].[CH3:50][CH2:51][O:52][C:53]([CH3:54])=[O:55].[K+:37].[K+:38].[O:45]=[CH:46][N:47]([CH3:48])[CH3:49]>>[CH3:1][C:2]([CH2:3][n:4]1[c:5]([CH2:15][N:16]2[CH2:17][CH2:18][N:19]([CH2:25][c:26]3[cH:27][cH:28][c:29]([F:32])[cH:30][cH:31]3)[CH2:20][CH2:21]2)[cH:6][c:7]2[c:8]1[n:9][c:10]([C:13]#[N:14])[n:11][cH:12]2)([CH3:22])[CH3:23]. The reactants are CC(=O)Nc1ccc2c(c1)CCCC2=O, [Na+], [OH-], O=[N+]([O-])O. Product: CC(=O)Nc1ccc2c(c1[N+](=O)[O-])CCCC2=O. RXN SMILES: [C:1]([CH3:2])(=[O:3])[NH:4][c:5]1[cH:6][c:7]2[c:12]([cH:13][cH:14]1)[C:11](=[O:15])[CH2:10][CH2:9][CH2:8]2.[Na+:21].[OH-:20].[OH:16][N+:17]([O-:18])=[O:19]>>[C:1]([CH3:2])(=[O:3])[NH:4][c:5]1[c:6]([N+:17](=[O:16])[O-:18])[c:7]2[c:12]([cH:13][cH:14]1)[C:11](=[O:15])[CH2:10][CH2:9][CH2:8]2. Starting materials: [Al+3], CC(=O)Cl, [Cl-], [Cl-], [Cl-], Cl, O, S=C=S, c1ccc2c(c1)Oc1ccccc1S2. The product is CC(=O)c1ccc2c(c1)Sc1ccccc1O2. As a reaction SMILES: [Al+3:20].[CH3:15][C:16]([Cl:17])=[O:18].[Cl-:19].[Cl-:21].[Cl-:22].[ClH:23].[OH2:27].[S:24]=[C:25]=[S:26].[cH:1]1[cH:2][cH:3][cH:4][c:5]2[c:14]1[S:13][c:12]1[c:7]([cH:8][cH:9][cH:10][cH:11]1)[O:6]2>>[cH:1]1[cH:2][cH:3][cH:4][c:5]2[c:14]1[S:13][c:12]1[c:7]([cH:8][cH:9][c:10]([C:16]([CH3:15])=[O:18])[cH:11]1)[O:6]2. Reactants: C(CCCCCCCCCCC)OC=1C=C(C=CC1OCCCCCCCCCCCC)C1(SCCCS1)C(O)C1=CC=C(C=C1)Br ([2-(3,4-bis-dodecyloxy-phenyl)-[1,3]dithian-2-yl]-(4-bromo-phenyl)-methanol), BrN1C(CCC1=O)=O (N-bromosuccinimide), NaSO3, ClCCl (dichloromethane). Run in CC(=O)C (acetone), O.CC(=O)C (water acetone). Run at temperature 0 celsius. The product is C(CCCCCCCCCCC)OC=1C=C(C=CC1OCCCCCCCCCCCC)C(C(=O)C1=CC=C(C=C1)Br)=O (1-(3,4-bis-dodecyloxy-phenyl)-2-(4-bromo-phenyl)-ethane-1,2-dione). RXN SMILES: [CH2:1]([O:13][C:14]1[CH:15]=[C:16]([C:33]2([CH:39]([C:41]3[CH:46]=[CH:45][C:44]([Br:47])=[CH:43][CH:42]=3)[OH:40])SCCCS2)[CH:17]=[CH:18][C:19]=1[O:20][CH2:21][CH2:22][CH2:23][CH2:24][CH2:25][CH2:26][CH2:27][CH2:28][CH2:29][CH2:30][CH2:31][CH3:32])[CH2:2][CH2:3][CH2:4][CH2:5][CH2:6][CH2:7][CH2:8][CH2:9][CH2:10][CH2:11][CH3:12].BrN1C(=[O:54])CCC1=O.ClCCl>CC(C)=O.O.CC(C)=O>[CH2:1]([O:13][C:14]1[CH:15]=[C:16]([C:33](=[O:54])[C:39]([C:41]2[CH:46]=[CH:45][C:44]([Br:47])=[CH:43][CH:42]=2)=[O:40])[CH:17]=[CH:18][C:19]=1[O:20][CH2:21][CH2:22][CH2:23][CH2:24][CH2:25][CH2:26][CH2:27][CH2:28][CH2:29][CH2:30][CH2:31][CH3:32])[CH2:2][CH2:3][CH2:4][CH2:5][CH2:6][CH2:7][CH2:8][CH2:9][CH2:10][CH2:11][CH3:12] |f:4.5|. Procedure: A solution of [2-(3,4-bis-dodecyloxy-phenyl)-[1,3]dithian-2-yl]-(4-bromo-phenyl)-methanol (JYC-I-049-A). (10.99 g, 0.015 mol) in 400 mL of acetone was added dropwise to a solution of N-bromosuccinimide (NBS) (45.4 g, 0.255 mol) in 300 mL of 3% water/acetone (v/v) at 0° C. in an ice bath. The reaction mixture was stirred at 0° C. and gradually warmed up to room temperature over 30 min. The mixture was then poured into a saturated aqueous NaSO3 solution (400 mL) and dichloromethane (400 mL). The m... The reactants are ClCCl, COc1cc2c(Nc3cc(N)ccc3C)ncnc2c(OC)c1OC, CN(C)c1cccc(C(=O)Cl)c1. The product is COc1cc2c(Nc3cc(NC(=O)c4cccc(N(C)C)c4)ccc3C)ncnc2c(OC)c1OC. Reaction SMILES: [CH2:38]([Cl:39])[Cl:40].[CH3:13][c:14]1[c:15]([NH:16][c:17]2[n:18][cH:19][n:20][c:21]3[c:22]([O:31][CH3:32])[c:23]([O:29][CH3:30])[c:24]([O:27][CH3:28])[cH:25][c:26]23)[cH:33][c:34]([NH2:37])[cH:35][cH:36]1.[CH3:1][N:2]([c:3]1[cH:4][c:5]([C:6](=[O:7])[Cl:8])[cH:9][cH:10][cH:11]1)[CH3:12]>>[CH3:1][N:2]([c:3]1[cH:4][c:5]([C:6](=[O:7])[NH:37][c:34]2[cH:33][c:15]([NH:16][c:17]3[n:18][cH:19][n:20][c:21]4[c:22]([O:31][CH3:32])[c:23]([O:29][CH3:30])[c:24]([O:27][CH3:28])[cH:25][c:26]34)[c:14]([CH3:13])[cH:36][cH:35]2)[cH:9][cH:10][cH:11]1)[CH3:12].